This data is from the Open Reaction Database (ORD), a public repository of structured organic reaction records. The task is: describe an organic reaction: reactants, conditions, products, and yield Starting materials: [Br-], COc1cc(-c2noc(C)n2)c(C(=O)Cl)cc1OCc1ccccc1, [Zn+]Cc1ccccc1, Cc1ccccc1, CCOC(C)=O, Cl. The product is COc1cc(-c2noc(C)n2)c(C(=O)Cc2ccccc2)cc1OCc1ccccc1. As a reaction SMILES: [Br-:26].[CH2:1]([c:2]1[cH:3][cH:4][cH:5][cH:6][cH:7]1)[O:8][c:9]1[c:10]([O:24][CH3:25])[cH:11][c:12](-[c:18]2[n:19][o:20][c:21]([CH3:23])[n:22]2)[c:13]([C:14](=[O:15])[Cl:16])[cH:17]1.[CH2:27]([c:28]1[cH:29][cH:30][cH:31][cH:32][cH:33]1)[Zn+:34].[CH3:35][c:36]1[cH:37][cH:38][cH:39][cH:40][cH:41]1.[CH3:43][CH2:44][O:45][C:46](=[O:47])[CH3:48].[ClH:42]>>[CH2:1]([c:2]1[cH:3][cH:4][cH:5][cH:6][cH:7]1)[O:8][c:9]1[c:10]([O:24][CH3:25])[cH:11][c:12](-[c:18]2[n:19][o:20][c:21]([CH3:23])[n:22]2)[c:13]([C:14](=[O:15])[CH2:27][c:28]2[cH:29][cH:30][cH:31][cH:32][cH:33]2)[cH:17]1. Reactants: CCOC(C)=O, Cc1ccc(C(=O)NC2CC2)cc1-n1ccc2ccc(OCCCl)cc2c1=O, Cl, [I-], [K+], C1CNCCOC1. Yields the product Cc1ccc(C(=O)NC2CC2)cc1-n1ccc2ccc(OCCN3CCCOCC3)cc2c1=O. Reaction SMILES: [CH3:39][CH2:40][O:41][C:42](=[O:43])[CH3:44].[Cl:1][CH2:2][CH2:3][O:4][c:5]1[cH:6][cH:7][c:8]2[cH:9][cH:10][n:11](-[c:16]3[cH:17][c:18]([C:19](=[O:20])[NH:21][CH:22]4[CH2:23][CH2:24]4)[cH:25][cH:26][c:27]3[CH3:28])[c:12](=[O:15])[c:13]2[cH:14]1.[ClH:31].[I-:30].[K+:29].[O:32]1[CH2:33][CH2:34][NH:35][CH2:36][CH2:37][CH2:38]1>>[CH2:2]([CH2:3][O:4][c:5]1[cH:6][cH:7][c:8]2[cH:9][cH:10][n:11](-[c:16]3[cH:17][c:18]([C:19](=[O:20])[NH:21][CH:22]4[CH2:23][CH2:24]4)[cH:25][cH:26][c:27]3[CH3:28])[c:12](=[O:15])[c:13]2[cH:14]1)[N:35]1[CH2:34][CH2:33][O:32][CH2:38][CH2:37][CH2:36]1. Starting materials: BrC1=C(C=C(C(=O)OC)C=C1)C (Methyl 4-bromo-3-methylbenzoate), C([O-])([O-])=O.[K+].[K+] (potassium carbonate), COC1=C(C=CC(=C1)OC)C1=C(C=C(C=C1)C(=O)O)C (2′,4′-dimethoxy-2-methyl biphenyl-4-carboxylic acid), C=1(C(=CC=CC1)B(O)O)C1=CC=CC=C1 (2-biphenylboronic acid). The reagents and catalysts are C=1C=CC(=CC1)[P](C=2C=CC=CC2)(C=3C=CC=CC3)[Pd]([P](C=4C=CC=CC4)(C=5C=CC=CC5)C=6C=CC=CC6)([P](C=7C=CC=CC7)(C=8C=CC=CC8)C=9C=CC=CC9)[P](C=1C=CC=CC1)(C=1C=CC=CC1)C=1C=CC=CC1 (tetrakis(triphenylphosphine)palladium(0)). Solvent: C1(=CC=CC=C1)C (Toluene), O (water), CCOC(=O)C (EtOAc). The product is CC1=C(C=CC(=C1)C(=O)OC)C=1C(=CC=CC1)C1=CC=CC=C1 (methyl 2-methyl-1,1′:2′,1″-terphenyl-4-carboxylate). As a reaction SMILES: Br[C:2]1[CH:11]=[CH:10][C:5]([C:6]([O:8][CH3:9])=[O:7])=[CH:4][C:3]=1[CH3:12].CO[C:15]1[CH:20]=[C:19](OC)[CH:18]=[CH:17][C:16]=1[C:23]1[CH:28]=[CH:27][C:26](C(O)=O)=[CH:25][C:24]=1C.C1(C2C=CC=CC=2)C(B(O)O)=CC=CC=1.C(=O)([O-])[O-].[K+].[K+]>C1(C)C=CC=CC=1.CCOC(C)=O.C1C=CC([P]([Pd]([P](C2C=CC=CC=2)(C2C=CC=CC=2)C2C=CC=CC=2)([P](C2C=CC=CC=2)(C2C=CC=CC=2)C2C=CC=CC=2)[P](C2C=CC=CC=2)(C2C=CC=CC=2)C2C=CC=CC=2)(C2C=CC=CC=2)C2C=CC=CC=2)=CC=1.O>[CH3:12][C:3]1[CH:4]=[C:5]([C:6]([O:8][CH3:9])=[O:7])[CH:10]=[CH:11][C:2]=1[C:28]1[C:23]([C:16]2[CH:15]=[CH:20][CH:19]=[CH:18][CH:17]=2)=[CH:24][CH:25]=[CH:26][CH:27]=1 |f:3.4.5,^1:70,72,91,110|. Procedure: Methyl 4-bromo-3-methylbenzoate (Intermediate 17, step 1) (3 g; 13.10 mmol; 1 eq.), 2-biphenylboronic acid (2 852.77 mg; 14.41 mmol; 1.10 eq.), potassium carbonate (9.05 g; 65.48 mmol; 5 eq.), tetrakis(triphenylphosphine)palladium(0) (1.51 g; 1.31 mmol; 0.10 eq.) were taken in Toluene (15 mL) and water (15 mL) under N2 atmosphere. The reaction mixture was purged with vacuum, then degassed with N2 and then refluxed for 3 hours. The reaction mixture was cooled to RT, filtered over a pad of celite ... Reactants: [I-].C[S+](=O)(C)C (trimethylsulphoxonium iodide), CC(C)([O-])C.[K+] (potassium tert-butoxide), C(=O)C(CC(C(C)C)CC=1C=C2C(=CN(C2=CC1)C)CCCOC)NC(OC(C)(C)C)=O (tert-butyl {1-formyl-3-[3-(3-methoxypropyl)-1-methyl-1H-indol-5-ylmethyl]-4-methylpentyl}carbamate), O1CCCC1 (tetrahydrofuran). Solvent: CS(=O)C (dimethyl sulphoxide). Reaction conditions: temperature 0 celsius. Yields the product COCCCC1=CN(C2=CC=C(C=C12)CC(CC(C1OC1)NC(OC(C)(C)C)=O)C(C)C)C (tert-Butyl {3-[3-(3-methoxypropyl)-1-methyl-1H-indol-5-ylmethyl]-4-methyl-1-oxiranylpentyl}carbamate). As a reaction SMILES: [I-].C[S+](C)(C)=O.[CH3:7]C(C)([O-])C.[K+].O1CCCC1.[CH:18]([CH:20]([NH:42][C:43](=[O:49])[O:44][C:45]([CH3:48])([CH3:47])[CH3:46])[CH2:21][CH:22]([CH2:26][C:27]1[CH:28]=[C:29]2[C:33](=[CH:34][CH:35]=1)[N:32]([CH3:36])[CH:31]=[C:30]2[CH2:37][CH2:38][CH2:39][O:40][CH3:41])[CH:23]([CH3:25])[CH3:24])=[O:19]>CS(C)=O>[CH3:41][O:40][CH2:39][CH2:38][CH2:37][C:30]1[C:29]2[C:33](=[CH:34][CH:35]=[C:27]([CH2:26][CH:22]([CH:23]([CH3:24])[CH3:25])[CH2:21][CH:20]([NH:42][C:43](=[O:49])[O:44][C:45]([CH3:47])([CH3:46])[CH3:48])[CH:18]3[CH2:7][O:19]3)[CH:28]=2)[N:32]([CH3:36])[CH:31]=1 |f:0.1,2.3|. Reported procedure: 1.29 g of trimethylsulphoxonium iodide and 0.66 g of potassium tert-butoxide are stirred under high vacuum overnight, admixed with 8 ml of tetrahydrofuran and subsequently cooled to 0° C. A solution of 1.01 g of tert-butyl {1-formyl-3-[3-(3-methoxypropyl)-1-methyl-1H-indol-5-ylmethyl]-4-methylpentyl}carbamate in 8 ml of dimethyl sulphoxide is added dropwise. On completion of reaction (TLC monitoring), the reaction mixture is partitioned between water and tert-butyl methyl ether, and the aqueous ...